This data is from the Open Reaction Database (ORD), a public repository of structured organic reaction records. The task is: describe an organic reaction: reactants, conditions, products, and yield The reactants are C(=O)(O)[O-].[Na+] (NaHCO3), CCN(C(C)C)C(C)C (DIEA), O=P(Cl)(Cl)Cl (POCl3), COC=1C(=NC=C(C1)[N+](=O)[O-])NNC(C)=O (N′-(3-methoxy-5-nitropyridin-2-yl)acetohydrazide). The solvent is CC#N (CH3CN), O (water). Reaction conditions: temperature 90 celsius, time 3.5 hour. Product: COC=1C=2N(C=C(C1)[N+](=O)[O-])C(=NN2)C (8-methoxy-3-methyl-6-nitro-[1,2,4]triazolo[4,3-a]pyridine). As a reaction SMILES: [CH3:1][O:2][C:3]1[C:4]([NH:12][NH:13][C:14](=O)[CH3:15])=[N:5][CH:6]=[C:7]([N+:9]([O-:11])=[O:10])[CH:8]=1.CCN(C(C)C)C(C)C.O=P(Cl)(Cl)Cl.C([O-])(O)=O.[Na+]>CC#N.O>[CH3:1][O:2][C:3]1[C:4]2[N:5]([C:14]([CH3:15])=[N:13][N:12]=2)[CH:6]=[C:7]([N+:9]([O-:11])=[O:10])[CH:8]=1 |f:3.4|. Procedure: To a suspension of N′-(3-methoxy-5-nitropyridin-2-yl)acetohydrazide (Step 84.2) (23.3 g, 84 mmol) in CH3CN (200 mL) was added DIEA (11.1 mL, 63.3 mmol) and dropwise POCl3 (11.8 mL, 127 mmol) and the reaction mixture was stirred for 3.5 hr at 90° C. The cooled mixture was slowly added to water (600 mL), stirred for 30 min before the mixture was neutralized with solid NaHCO3 to pH 6.5. The product was extracted with CH2Cl2/MeOH 6:1. Combined extracts were washed with H2O, dried over MgSO4, filtere... The reactants are FC1(CCC(CC1)C(CC(=O)OC)C[N+](=O)[O-])F (Methyl 3-(4,4-difluorocyclohexyl)-4-nitrobutanoate). The reagents and catalysts are [Ni] (Raney Nickel). Solvent: CO (methanol), CO (methanol). Conditions: temperature 50 celsius. The product is FC1(CCC(CC1)C1CC(NC1)=O)F (4-(4,4-difluorocyclohexyl)pyrrolidin-2-one). RXN SMILES: [F:1][C:2]1([F:18])[CH2:7][CH2:6][CH:5]([CH:8]([CH2:14][N+:15]([O-])=O)[CH2:9][C:10](OC)=[O:11])[CH2:4][CH2:3]1>CO.[Ni]>[F:1][C:2]1([F:18])[CH2:7][CH2:6][CH:5]([CH:8]2[CH2:14][NH:15][C:10](=[O:11])[CH2:9]2)[CH2:4][CH2:3]1. Procedure details: Methyl 3-(4,4-difluorocyclohexyl)-4-nitrobutanoate a1-20 (1.390 g, 5.24 mmol, 1 eq) is dissolved in methanol (35 ml) and Raney Nickel (50% in water, 200 mg, 1.7 mmol, 0.3 eq) is rinsed 3 times with methanol and added to the solution. The mixture is heated overnight at 50° C. under a H2 atmosphere (20 bars). The mixture is then filtered and the filtrate is evaporated under reduced pressure to afford 4-(4,4-difluorocyclohexyl)pyrrolidin-2-one a1-26. Reactants: C1=CN(C=N1)C(=O)N2C=CN=C2 (CDI), [Cl-].CC(C(=O)OCC[NH3+])=C (2-(2-Methyl-acryloyloxy)-ethyl-ammonium chloride). The solvent is O1CCCC1 (THF). Reaction conditions: temperature 17 celsius, time 3 hour. Product: N1(C=NC=C1)C(=O)NCCOC(C(=C)C)=O (2-Methyl-acrylic acid 2-[(imidazole-1-carbonyl)-amino]-ethyl ester). RXN SMILES: [CH:1]1N=C[N:3]([C:6]([N:8]2[CH:12]=[N:11][CH:10]=[CH:9]2)=[O:7])[CH:2]=1.[Cl-].[CH3:14][C:15](=[CH2:22])[C:16]([O:18]CC[NH3+])=[O:17]>O1CCCC1>[N:8]1([C:6]([NH:3][CH2:2][CH2:1][O:18][C:16](=[O:17])[C:15]([CH3:22])=[CH2:14])=[O:7])[CH:9]=[CH:10][N:11]=[CH:12]1 |f:1.2|. Reported procedure: 25.4 g (0.17 mole, >97% FLUKA) CDI were suspended in about 150 ml THF (tetrahydro furane) at room temperature. Upon partial dissolution the suspension was cooled down to about 17° C. After about 30 min stirring 25.9 g (0.16 mole) 2-(2-Methyl-acryloyloxy)-ethyl-ammonium chloride were added to the mixture under cooling on ice in several portion during about 1 h keeping the reaction mixture at about 23° C. A yellow suspension was obtained. After about 3 h of stirring at about 23° C. the suspension ... Reactants: C1(=CC=CC=C1)C (toluene), ClC1=CC(=C(C=C1OC1CCCC1)NC(OCC)=O)F (Ethyl N-(4-chloro-5-cyclopentyloxy-2-fluorophenyl)carbamate), OC(C(=O)OCC)C(=C)C (ethyl 2-hydroxy-3-methyl-3-butenoate), Cl (hydrochloric acid). Run at time 16.5 hour. Product: ClC1=CC(=C(C=C1OC1CCCC1)N1C(OC(C1=O)=C(C)C)=O)F (3-(4-chloro-5-cyclopentyloxy-2-fluorophenyl)-5-isopropylidene-1,3-oxazolidine-2,4-dione). Isolated yield 50.9%. As a reaction SMILES: [Cl:1][C:2]1[C:7]([O:8][CH:9]2[CH2:13][CH2:12][CH2:11][CH2:10]2)=[CH:6][C:5]([NH:14][C:15](=[O:19])[O:16][CH2:17][CH3:18])=[C:4]([F:20])[CH:3]=1.[OH:21]C(C(C)=C)C(OCC)=O.Cl.[C:32]1([CH3:38])C=CC=C[CH:33]=1>>[Cl:1][C:2]1[C:7]([O:8][CH:9]2[CH2:10][CH2:11][CH2:12][CH2:13]2)=[CH:6][C:5]([N:14]2[C:18](=[O:21])[C:17](=[C:32]([CH3:38])[CH3:33])[O:16][C:15]2=[O:19])=[C:4]([F:20])[CH:3]=1. Procedure: Ethyl N-(4-chloro-5-cyclopentyloxy-2-fluorophenyl)carbamate (3.01 g, 10 mmol) and ethyl 2-hydroxy-3-methyl-3-butenoate (4.32 g, 30.0 mmol) were introduced into a flask (25 cc) equipped with a distillation unit, and the reaction was conducted at 215° C. for 16.5 hours. After the reaction solution was cooled to room temperature, toluene (20 mL) was added, and then the reaction solution was washed with water (20 mL), then 1N sodium hydroxide (20 mL) and 1N hydrochloric acid (20 mL). The organic lay...